From a dataset of the Open Reaction Database (ORD), a public repository of structured organic reaction records. describe an organic reaction: reactants, conditions, products, and yield Yields the product COC(=O)NC(C(=O)N1CCCC1c1ncc(-c2ccc(-c3ccc(-c4cnc(C5CN(C(=O)OC)CN5C(=O)C(NC(=O)OC)C(C)C)[nH]4)cc3)cc2)[nH]1)C(C)C. As a reaction SMILES: [CH3:1][N:2]1[CH2:3][CH2:4][O:5][CH2:6][CH2:7]1.[CH3:8][O:9][C:10]([NH:11][CH:12]([CH:13]([CH3:14])[CH3:15])[C:16](=[O:17])[N:18]1[CH:19]([c:23]2[nH:24][c:25](-[c:28]3[cH:29][cH:30][c:31](-[c:34]4[cH:35][cH:36][c:37](-[c:40]5[nH:41][c:42]([CH:45]6[N:46]([C:50]([CH:51]([CH:52]([CH3:53])[CH3:54])[NH:55][C:56](=[O:57])[O:58][CH3:59])=[O:60])[CH2:47][NH:48][CH2:49]6)[n:43][cH:44]5)[cH:38][cH:39]4)[cH:32][cH:33]3)[cH:26][n:27]2)[CH2:20][CH2:21][CH2:22]1)=[O:61].[Cl:62][C:63](=[O:64])[O:65][CH3:66].[Cl:67][CH2:68][Cl:69]>>[CH3:8][O:9][C:10]([NH:11][CH:12]([CH:13]([CH3:14])[CH3:15])[C:16](=[O:17])[N:18]1[CH:19]([c:23]2[nH:24][c:25](-[c:28]3[cH:29][cH:30][c:31](-[c:34]4[cH:35][cH:36][c:37](-[c:40]5[nH:41][c:42]([CH:45]6[N:46]([C:50]([CH:51]([CH:52]([CH3:53])[CH3:54])[NH:55][C:56](=[O:57])[O:58][CH3:59])=[O:60])[CH2:47][N:48]([C:63](=[O:64])[O:65][CH3:66])[CH2:49]6)[n:43][cH:44]5)[cH:38][cH:39]4)[cH:32][cH:33]3)[cH:26][n:27]2)[CH2:20][CH2:21][CH2:22]1)=[O:61]. The reactants are CN1CCOCC1, COC(=O)NC(C(=O)N1CCCC1c1ncc(-c2ccc(-c3ccc(-c4cnc(C5CNCN5C(=O)C(NC(=O)OC)C(C)C)[nH]4)cc3)cc2)[nH]1)C(C)C, COC(=O)Cl, ClCCl.